Dataset: the Open Reaction Database (ORD), a public repository of structured organic reaction records. Task: describe an organic reaction: reactants, conditions, products, and yield Reactants: C (charcoal), ClC=1C=C(C=C(C1)Cl)N1NC=2[C@@]3(CC[C@H](C2C1=O)C3(C)C)C ((4S,7R)-2-(3,5-dichloro-phenyl)-7,8,8-trimethyl-1,2,4,5,6,7-hexahydro-4,7-methano-indazol-3-one), ClC=1C=C(C=C(C1)Cl)N1NC=2[C@@]3(CC[C@H](C2C1=O)C3(C)C)C ((4S,7R)-2-(3,5-dichloro-phenyl)-7,8,8-trimethyl-1,2,4,5,6,7-hexahydro-4,7-methano-indazol-3-one), IC (iodomethane). Solvent: CN(C=O)C (dimethylformamide), C(C)OCC (ethyl ether), C(C)O (ethanol). Conditions: temperature 95 celsius, time 8 hour. Product: ClC=1C=C(C=C(C1)Cl)N1N(C=2[C@@]3(CC[C@H](C2C1=O)C3(C)C)C)C ((4S,7R)-2-(3,5-dichloro-phenyl)-1,7,8,8-tetramethyl-1,2,4,5,6,7-hexahydro-4,7-methano-indazol-3-one). Yield: 18.8%. RXN SMILES: [Cl:1][C:2]1[CH:3]=[C:4]([N:9]2[C:17](=[O:18])[C:16]3[C@@H:15]4[C:19]([CH3:21])([CH3:20])[C@@:12]([CH3:22])([CH2:13][CH2:14]4)[C:11]=3[NH:10]2)[CH:5]=[C:6]([Cl:8])[CH:7]=1.I[CH3:24].C>CN(C)C=O.C(O)C.C(OCC)C>[Cl:1][C:2]1[CH:3]=[C:4]([N:9]2[C:17](=[O:18])[C:16]3[C@@H:15]4[C:19]([CH3:21])([CH3:20])[C@@:12]([CH3:22])([CH2:13][CH2:14]4)[C:11]=3[N:10]2[CH3:24])[CH:5]=[C:6]([Cl:8])[CH:7]=1. Procedure: A mixture of (4S,7R)-2-(3,5-dichloro-phenyl)-7,8,8-trimethyl-1,2,4,5,6,7-hexahydro-4,7-methano-indazol-3-one (Intermediate 45; 200 mg, 0.59 mmol) and iodomethane (180 μL, 2.9 mmol) in dimethylformamide (3 mL) was heated at 95° C. for 7 h and then stirred overnight at room temperature. The solvent was evaporated, dichloromethane (50 mL) was added and the solution was washed with water (3×25 mL), saturated aqueous sodium thiosulfate (25 mL), and brine (25 mL). The solution was dried (magnesium sul...